From a dataset of the Open Reaction Database (ORD), a public repository of structured organic reaction records. describe an organic reaction: reactants, conditions, products, and yield Starting materials: CCOC(=O)c1ccc(Br)cc1OCC, C[Al](C)C, CCOC(C)=O, Cc1ccccc1, CCOc1cc(C(C)(C)C)ccc1C1=NC(C)(c2ccc(Cl)cc2)C(C)(c2ccc(Cl)cc2)N1. Product: CCOc1cc(Br)ccc1C1=NC(C)(c2ccc(Cl)cc2)C(C)(c2ccc(Cl)cc2)N1. RXN SMILES: [CH2:39]([O:40][C:41](=[O:42])[c:43]1[cH:44][cH:45][c:46]([Br:49])[cH:47][c:48]1[O:50][CH2:51][CH3:52])[CH3:53].[CH3:35][Al:36]([CH3:37])[CH3:38].[CH3:54][CH2:55][O:56][C:57](=[O:58])[CH3:59].[CH3:60][c:61]1[cH:62][cH:63][cH:64][cH:65][cH:66]1.[Cl:1][c:2]1[cH:3][cH:4][c:5]([C:8]2([CH3:34])[N:9]=[C:10]([c:21]3[c:22]([O:31][CH2:32][CH3:33])[cH:23][c:24]([C:27]([CH3:28])([CH3:29])[CH3:30])[cH:25][cH:26]3)[NH:11][C:12]2([CH3:13])[c:14]2[cH:15][cH:16][c:17]([Cl:20])[cH:18][cH:19]2)[cH:6][cH:7]1>>[Cl:1][c:2]1[cH:3][cH:4][c:5]([C:8]2([CH3:34])[N:9]=[C:10]([c:21]3[c:22]([O:31][CH2:32][CH3:33])[cH:23][c:24]([Br:49])[cH:25][cH:26]3)[NH:11][C:12]2([CH3:13])[c:14]2[cH:15][cH:16][c:17]([Cl:20])[cH:18][cH:19]2)[cH:6][cH:7]1. Reactants: BrC1=CC=C(C=C1)S(=O)(=O)N1CCC1 (1-(4-bromo-benzenesulfonyl)-azetidine), FC1=C(N)C=CC(=C1)C (2-fluoro-4-methyl-aniline), BrC1=CC=C(C=C1)S(=O)(=O)N1CCC1 (1-(4-bromo-benzenesulfonyl)-azetidine), BrC1=CC=C(C=C1)S(=O)(=O)Cl (4-bromo-benzenesulfonyl chloride). Solvent: ClCCl (dichloromethane), C(=O)([O-])[O-].[K+].[K+] (K2CO3). Yields the product BrC1=CC=C(C=C1)S(=O)(=O)NC1=C(C=C(C=C1)C)F (4-Bromo-N-(2-fluoro-4-methyl-phenyl)-benzenesulfonamide). As a reaction SMILES: BrC1C=CC(S(N2CCC2)(=O)=O)=CC=1.[Br:15][C:16]1[CH:21]=[CH:20][C:19]([S:22](Cl)(=[O:24])=[O:23])=[CH:18][CH:17]=1.[F:26][C:27]1[CH:33]=[C:32]([CH3:34])[CH:31]=[CH:30][C:28]=1[NH2:29]>ClCCl.C([O-])([O-])=O.[K+].[K+]>[Br:15][C:16]1[CH:21]=[CH:20][C:19]([S:22]([NH:29][C:28]2[CH:30]=[CH:31][C:32]([CH3:34])=[CH:33][C:27]=2[F:26])(=[O:24])=[O:23])=[CH:18][CH:17]=1 |f:4.5.6|. Reported procedure: The title compound is analogously synthesized as described for 1-(4-bromo-benzenesulfonyl)-azetidine (compound C3) from 767 mg of 4-bromo-benzenesulfonyl chloride, 451 mg of commercially available 2-fluoro-4-methyl-aniline in 12.0 ml of dichloromethane and 6.0 ml of K2CO3 solution to yield 727 mg of the title compound as colorless, amorphous solid of m.p. 111° C. ESI-MS: 361.2/363.3 (MNH4+, 100%:87%). TLC: Rf=0.57 (neat dichloromethane). As a reaction SMILES: [Sn](Cl)(Cl)(Cl)Cl.[CH2:6]([C:13]1[O:14][C:15]2[CH:21]=[CH:20][CH:19]=[CH:18][C:16]=2[CH:17]=1)[C:7]1[CH:12]=[CH:11][CH:10]=[CH:9][CH:8]=1.[C:22](Cl)(=[O:31])[C:23]1[CH:28]=[CH:27][C:26]([O:29][CH3:30])=[CH:25][CH:24]=1.C(=S)=S>O>[CH2:6]([C:13]1[O:14][C:15]2[CH:21]=[CH:20][CH:19]=[CH:18][C:16]=2[C:17]=1[C:22]([C:23]1[CH:28]=[CH:27][C:26]([O:29][CH3:30])=[CH:25][CH:24]=1)=[O:31])[C:7]1[CH:8]=[CH:9][CH:10]=[CH:11][CH:12]=1. Reported procedure: Tin tetrachloride (6.5 mL, 55.5 mmol) was added dropwise over a 30 minute period to a stirred solution of 2-benzyl-benzofuran (10.0 g, 48.01 mmol), anisoyl chloride (8.51 g, 49.93 mmol) and carbon disulfide (53 mL) at room temperature under a dry nitrogen atmosphere. After 15 h the reaction mixture was added to water and extracted with dichloromethane. Silica gel was added to the dichloromethane phase and the solvent was removed. The adsorbate was flash chromatographed (95:5 petroleum ether:ethy... The yield is 84.2%. The product is C(C1=CC=CC=C1)C=1OC2=C(C1C(=O)C1=CC=C(C=C1)OC)C=CC=C2 ((2-Benzyl-benzofuran-3-yl)-(4-methoxy-phenyl)-methanone). The solvent is O (water). Reactants: [Sn](Cl)(Cl)(Cl)Cl (Tin tetrachloride), C(C1=CC=CC=C1)C=1OC2=C(C1)C=CC=C2 (2-benzyl-benzofuran), C(C1=CC=C(C=C1)OC)(=O)Cl (anisoyl chloride), C(=S)=S (carbon disulfide). Starting materials: Cc1ccc(C2CCCN(C(=O)c3sc(-c4ccc(C(F)(F)F)cc4)nc3C)C2)cc1C(N)=O, CCOCC, O=C(OC(=O)C(F)(F)F)C(F)(F)F, c1ccncc1. Yields the product Cc1ccc(C2CCCN(C(=O)c3sc(-c4ccc(C(F)(F)F)cc4)nc3C)C2)cc1C#N. RXN SMILES: [CH3:1][c:2]1[c:3]([C:4](=[O:5])[NH2:6])[cH:7][c:8]([CH:11]2[CH2:12][N:13]([C:17](=[O:18])[c:19]3[c:20]([CH3:34])[n:21][c:22](-[c:24]4[cH:25][cH:26][c:27]([C:30]([F:31])([F:32])[F:33])[cH:28][cH:29]4)[s:23]3)[CH2:14][CH2:15][CH2:16]2)[cH:9][cH:10]1.[CH3:54][CH2:55][O:56][CH2:57][CH3:58].[F:35][C:36]([F:37])([F:38])[C:39]([O:40][C:41](=[O:42])[C:43]([F:44])([F:45])[F:46])=[O:47].[cH:48]1[cH:49][cH:50][n:51][cH:52][cH:53]1>>[CH3:1][c:2]1[c:3]([C:4]#[N:6])[cH:7][c:8]([CH:11]2[CH2:12][N:13]([C:17](=[O:18])[c:19]3[c:20]([CH3:34])[n:21][c:22](-[c:24]4[cH:25][cH:26][c:27]([C:30]([F:31])([F:32])[F:33])[cH:28][cH:29]4)[s:23]3)[CH2:14][CH2:15][CH2:16]2)[cH:9][cH:10]1.